This data is from the Open Reaction Database (ORD), a public repository of structured organic reaction records. The task is: describe an organic reaction: reactants, conditions, products, and yield The reactants are ClC(Cl)(Cl)Cl, Cc1cn(-c2ccccc2)c2cc(Cl)ccc2c1=O, CC(C)(C#N)N=NC(C)(C)C#N, O=C1CCC(=O)N1Br. Product: O=c1c(CBr)cn(-c2ccccc2)c2cc(Cl)ccc12. RXN SMILES: [C:40]([Cl:41])([Cl:42])([Cl:43])[Cl:44].[Cl:1][c:2]1[cH:3][cH:4][c:5]2[c:6](=[O:19])[c:7]([CH3:18])[cH:8][n:9](-[c:12]3[cH:13][cH:14][cH:15][cH:16][cH:17]3)[c:10]2[cH:11]1.[N:28]#[C:29][C:30]([N:31]=[N:32][C:33]([C:34]#[N:35])([CH3:36])[CH3:37])([CH3:38])[CH3:39].[O:20]=[C:21]1[N:22]([Br:27])[C:23](=[O:24])[CH2:25][CH2:26]1>>[Cl:1][c:2]1[cH:3][cH:4][c:5]2[c:6](=[O:19])[c:7]([CH2:18][Br:27])[cH:8][n:9](-[c:12]3[cH:13][cH:14][cH:15][cH:16][cH:17]3)[c:10]2[cH:11]1. The reactants are COCCCN, ClC(Cl)Cl, Cn1c(=O)c(Oc2ccccc2F)cc2cnc(S(C)(=O)=O)nc21. Product: COCCCNc1ncc2cc(Oc3ccccc3F)c(=O)n(C)c2n1. RXN SMILES: [CH3:25][O:26][CH2:27][CH2:28][CH2:29][NH2:30].[CH:31]([Cl:32])([Cl:33])[Cl:34].[F:1][c:2]1[c:3]([O:4][c:5]2[cH:6][c:7]3[c:8]([n:9][c:10]([S:13]([CH3:14])(=[O:15])=[O:16])[n:11][cH:12]3)[n:17]([CH3:20])[c:18]2=[O:19])[cH:21][cH:22][cH:23][cH:24]1>>[F:1][c:2]1[c:3]([O:4][c:5]2[cH:6][c:7]3[c:8]([n:9][c:10]([NH:30][CH2:29][CH2:28][CH2:27][O:26][CH3:25])[n:11][cH:12]3)[n:17]([CH3:20])[c:18]2=[O:19])[cH:21][cH:22][cH:23][cH:24]1. Starting materials: NC1=C(CN(CC)CC2=CC=CC=C2)C=C(C=C1)C(=O)OCC (2-amino-N-benzyl-5-carbethoxy-N-ethyl-benzylamine), [H][H] (hydrogen), C (charcoal), Cl (hydrochloric acid). The solvent is CO (methanol). Yields the product Cl.NC1=C(CNCC)C=C(C=C1)C(=O)OCC (2-amino-5-carbethoxy-N-ethyl-benzylamine hydrochloride). As a reaction SMILES: [NH2:1][C:2]1[CH:18]=[CH:17][C:16]([C:19]([O:21][CH2:22][CH3:23])=[O:20])=[CH:15][C:3]=1[CH2:4][N:5](CC1C=CC=CC=1)[CH2:6][CH3:7].[H][H].C.[ClH:27]>CO>[ClH:27].[NH2:1][C:2]1[CH:18]=[CH:17][C:16]([C:19]([O:21][CH2:22][CH3:23])=[O:20])=[CH:15][C:3]=1[CH2:4][NH:5][CH2:6][CH3:7] |f:5.6|. Reported procedure: 3.8 gm of 2-amino-N-benzyl-5-carbethoxy-N-ethyl-benzylamine were hydrogenated in a mixture of 50 ml of methanol and 1 ml of concentrated hydrochloric acid at room temperature and at a hydrogen pressure of 5 atmospheres in the presence of palladized charcoal. Then, the catalyst was filtered off, and the filtrate was evaporated to dryness in vacuo. The residue was recrystallized from ethanol by addition of ether, yielding 2-amino-5-carbethoxy-N-ethyl-benzylamine hydrochloride, m.p. 173-176° C (dec... Starting materials: C1(CC1)C1=C(C(=NN1C1=CC(=CC=C1)C(F)(F)F)C)C(=O)N1CCC(CC1)=O (1-[5-Cyclopropyl-3-methyl-1-(3-trifluoromethyl-phenyl)-1H-pyrazole-4-carbonyl]-piperidin-4-one), O[C@H]1CNCC1 ((R)-3-hydroxyl-pyrrolidine). Yields the product C1(CC1)C1=C(C(=NN1C1=CC(=CC=C1)C(F)(F)F)C)C(=O)N1CCC(CC1)N1C[C@@H](CC1)O ([5-Cyclopropyl-3-methyl-1-(3-trifluoromethyl-phenyl)-1H-pyrazol-4-yl]-[4-((R)-3-hydroxy-pyrrolidin-1-yl)-piperidin-1-yl]-methanone). RXN SMILES: [CH:1]1([C:4]2[N:8]([C:9]3[CH:14]=[CH:13][CH:12]=[C:11]([C:15]([F:18])([F:17])[F:16])[CH:10]=3)[N:7]=[C:6]([CH3:19])[C:5]=2[C:20]([N:22]2[CH2:27][CH2:26][C:25](=O)[CH2:24][CH2:23]2)=[O:21])[CH2:3][CH2:2]1.[OH:29][C@@H:30]1[CH2:34][CH2:33][NH:32][CH2:31]1>>[CH:1]1([C:4]2[N:8]([C:9]3[CH:14]=[CH:13][CH:12]=[C:11]([C:15]([F:18])([F:17])[F:16])[CH:10]=3)[N:7]=[C:6]([CH3:19])[C:5]=2[C:20]([N:22]2[CH2:23][CH2:24][CH:25]([N:32]3[CH2:33][CH2:34][C@@H:30]([OH:29])[CH2:31]3)[CH2:26][CH2:27]2)=[O:21])[CH2:2][CH2:3]1. Procedure: The title compound was prepared from 1-[5-Cyclopropyl-3-methyl-1-(3-trifluoromethyl-phenyl)-1H-pyrazole-4-carbonyl]-piperidin-4-one (Example 181B) and (R)-3-hydroxyl-pyrrolidine in direct analogy to the general procedure used in example 129. MS: 463.3 (MH+).